Dataset: the Open Reaction Database (ORD), a public repository of structured organic reaction records. Task: describe an organic reaction: reactants, conditions, products, and yield Starting materials: C(C)(=O)OC(CCC1SCC(N1CCCCCCC(=O)OC)=O)CCCCC (methyl 7-[2-(3-acetyloxyoctyl)-4-oxo-3-thiazolidinyl]heptanoate), C(C)(=O)OC1(CCCCC1)CCC1SCC(N1CCCCCCC(=O)OC)=O (methyl 7-{2-[2-(1-acetyloxycyclohexyl)ethyl]-4-oxo-3-thiazolidinyl}heptanoate). Product: OC1(CCCCC1)CCC1SCC(N1CCCCCCC(=O)O)=O (7-{2-[2-(1-Hydroxycyclohexyl)ethyl]4-oxo-3-thiazolidinyl}heptanoic Acid). RXN SMILES: C([O:4][CH:5]([CH2:24][CH2:25][CH2:26][CH2:27][CH3:28])[CH2:6][CH2:7][CH:8]1[N:12]([CH2:13][CH2:14][CH2:15][CH2:16][CH2:17][CH2:18][C:19]([O:21]C)=[O:20])[C:11](=[O:23])[CH2:10][S:9]1)(=O)C.C(OC1(CCC2N(CCCCCCC(OC)=O)C(=O)CS2)CCCCC1)(=O)C>>[OH:4][C:5]1([CH2:6][CH2:7][CH:8]2[N:12]([CH2:13][CH2:14][CH2:15][CH2:16][CH2:17][CH2:18][C:19]([OH:21])=[O:20])[C:11](=[O:23])[CH2:10][S:9]2)[CH2:24][CH2:25][CH2:26][CH2:27][CH2:28]1. Procedure: This compound is prepared essentially by the method as described in Example 1, Step B, except that the methyl 7-[2-(3-acetyloxyoctyl)-4-oxo-3-thiazolidinyl]heptanoate is replaced by methyl 7-{2-[2-(1-acetyloxycyclohexyl)ethyl]-4-oxo-3-thiazolidinyl}heptanoate. Chromatographic purification of the resulting product on silica gel affords the title compound as a pale yellow, viscous oil. Reactants: FC1=C(C=C(C(=C1)F)N1C(N(C(=CC1=O)C(F)(F)F)C)=O)S(=O)(=O)Cl (2,4,-difluoro-5-(3,6-dihydro-3-methyl-4-trifluoromethyl-2,6-dioxo-1(2H) pyrimidinyl)benzenesulfonyl chloride), C(Cl)Cl (methylene chloride), solution. The solvent is O (water). Run at time 2 hour. Yields the product CN(S(=O)(=O)C1=C(C=C(C(=C1)N1C(N(C(=CC1=O)C(F)(F)F)C)=O)N(C)C)F)C (N, N-dimethyl-2-fluoro-4-dimethylamino-5-(3,6-dihydro-3-methyl-4-trifluoromethyl-2,6-dioxo-1(2H)-pyrimidinyl)benzenesulfonamide). The yield is 129.2%. RXN SMILES: [F:1][C:2]1[CH:7]=[C:6](F)[C:5]([N:9]2[C:14](=[O:15])[CH:13]=[C:12]([C:16]([F:19])([F:18])[F:17])[N:11]([CH3:20])[C:10]2=[O:21])=[CH:4][C:3]=1[S:22](Cl)(=[O:24])=[O:23].C(Cl)Cl>O>[CH3:5][N:9]([CH3:10])[S:22]([C:3]1[CH:4]=[C:5]([N:9]2[C:14](=[O:15])[CH:13]=[C:12]([C:16]([F:17])([F:18])[F:19])[N:11]([CH3:20])[C:10]2=[O:21])[C:6]([N:11]([CH3:20])[CH3:12])=[CH:7][C:2]=1[F:1])(=[O:23])=[O:24]. Procedure details: To a solution of 2.0 g of 2,4,-difluoro-5-(3,6-dihydro-3-methyl-4-trifluoromethyl-2,6-dioxo-1(2H) pyrimidinyl)benzenesulfonyl chloride and 30 ml of methylene chloride cooled to 5° C. was added 1.9 ml of a 40% solution of dimethylaminein water over 15 minutes. Analysis of the reaction mixture by TLC after 2 hours of stirring showed a single component. Work up was carried out as described in Example B-4. Two grams of crude solid was obtained and recrystallized from ethanol giving 1.7 g of a white ... Starting materials: ClC1=NC=2N([C@H](C(N(C2C=N1)C)=O)CC)C(C)C ((7S)-2-chloro-8-isopropyl-7-ethyl-5-methyl-7H-pteridin-6-one), methyl 7-amino-2,3-dihydrobenzofuran-4-carboxylateic, CC1OC=2C(C1)=C(C=CC2N)C(=O)O (methyl 7-amino-2,3-dihydrobenzofuran-4-carboxylic acid), Cl (hydrochloric acid). Solvent: mixture, C(C)O (ethanol), O (water). The product is crude compound, C(C)(C)N1[C@H](C(N(C=2C=NC(=NC12)NC=1C=CC(=C2CCOC21)C(=O)O)C)=O)CC (7-[[(7S)-8-isopropyl-7-ethyl-5-methyl-6-oxo-7H-pteridin-2-yl]amino]-2,3-dihydrobenzofuran-4-carboxylic acid). The yield is 57.9%. Reaction SMILES: Cl[C:2]1[N:11]=[CH:10][C:9]2[N:8]([CH3:12])[C:7](=[O:13])[C@H:6]([CH2:14][CH3:15])[N:5]([CH:16]([CH3:18])[CH3:17])[C:4]=2[N:3]=1.C[CH:20]1[CH2:24][C:23]2=[C:25]([C:30]([OH:32])=[O:31])[CH:26]=[CH:27][C:28]([NH2:29])=[C:22]2[O:21]1.Cl>C(O)C.O>[CH:16]([N:5]1[C:4]2[N:3]=[C:2]([NH:29][C:28]3[CH:27]=[CH:26][C:25]([C:30]([OH:32])=[O:31])=[C:23]4[C:22]=3[O:21][CH2:20][CH2:24]4)[N:11]=[CH:10][C:9]=2[N:8]([CH3:12])[C:7](=[O:13])[C@@H:6]1[CH2:14][CH3:15])([CH3:18])[CH3:17]. Procedure: (7S)-2-Chloro-8-isopropyl-7-ethyl-5-methyl-7H-pteridin-6-one 43d (2.50 g, 9.24 mmol) and methyl 7-amino-2,3-dihydrobenzofuran-4-carboxylateic acid 1g (1.50 g, 8.40 mmol) were dissolved in 120 mL of the mixture solvent of ethanol and water (V/V=1:2) followed by the addition of 1.5 mL of concentrated hydrochloric acid. The reaction mixture was heated to reflux for 24 hours with stirring and the precipitate was filtered. The filter cake was washed with dichloromethane (50 mL×3) and dried by heating... Starting materials: CC(=O)OC(C)=O, CCC(CC)(Cc1ccc(Cl)cc1)C(O)c1cccnc1, c1ccncc1. Product: CCC(CC)(Cc1ccc(Cl)cc1)C(OC(C)=O)c1cccnc1. As a reaction SMILES: [CH3:1][C:2](=[O:3])[O:4][C:5](=[O:6])[CH3:7].[Cl:8][c:9]1[cH:10][cH:11][c:12]([CH2:13][C:14]([CH:15]([OH:16])[c:17]2[cH:18][n:19][cH:20][cH:21][cH:22]2)([CH2:23][CH3:24])[CH2:25][CH3:26])[cH:27][cH:28]1.[cH:29]1[cH:30][cH:31][n:32][cH:33][cH:34]1>>[CH3:1][C:2](=[O:3])[O:16][CH:15]([C:14]([CH2:13][c:12]1[cH:11][cH:10][c:9]([Cl:8])[cH:28][cH:27]1)([CH2:23][CH3:24])[CH2:25][CH3:26])[c:17]1[cH:18][n:19][cH:20][cH:21][cH:22]1. The reactants are ClCCl, Cc1nnc(N)nc1C, O=C=NS(=O)(=O)c1ccccc1. The product is Cc1nnc(NC(=O)NS(=O)(=O)c2ccccc2)nc1C. Reaction SMILES: [CH2:22]([Cl:23])[Cl:24].[NH2:1][c:2]1[n:3][n:4][c:5]([CH3:9])[c:6]([CH3:8])[n:7]1.[c:10]1([S:16](=[O:17])(=[O:18])[N:19]=[C:20]=[O:21])[cH:11][cH:12][cH:13][cH:14][cH:15]1>>[NH:1]([c:2]1[n:3][n:4][c:5]([CH3:9])[c:6]([CH3:8])[n:7]1)[C:20]([NH:19][S:16]([c:10]1[cH:11][cH:12][cH:13][cH:14][cH:15]1)(=[O:17])=[O:18])=[O:21].